From a dataset of the Open Reaction Database (ORD), a public repository of structured organic reaction records. describe an organic reaction: reactants, conditions, products, and yield The reactants are BrBr, CC(=O)O, CN1CCC23c4c5cccc4OC2C(=O)CCC3(O)C1C5. Product: CN1CCC23c4c5ccc(Br)c4OC2C(=O)CCC3(O)C1C5. As a reaction SMILES: [Br:22][Br:23].[C:24]([OH:25])(=[O:26])[CH3:27].[O:1]1[c:2]2[cH:3][cH:4][cH:5][c:6]3[c:15]2[C:14]24[C:9]([OH:21])([CH:8]([CH2:7]3)[N:18]([CH3:19])[CH2:17][CH2:16]2)[CH2:10][CH2:11][C:12](=[O:20])[CH:13]14>>[O:1]1[c:2]2[c:3]([Br:22])[cH:4][cH:5][c:6]3[c:15]2[C:14]24[C:9]([OH:21])([CH:8]([CH2:7]3)[N:18]([CH3:19])[CH2:17][CH2:16]2)[CH2:10][CH2:11][C:12](=[O:20])[CH:13]14. Starting materials: [BH4-].[Na+] (sodium borohydride), [Cl-].[Ca+2].[Cl-] (calcium chloride), [Cl-].[NH4+] (ammonium chloride), C(C)OC(COC1CCN(CC1)C(=O)OCC1=CC=CC=C1)=O (benzyl 4-(2-ethoxy-2-oxoethoxy)piperidine-1-carboxylate). Run in C1CCOC1 (THF), C(C)O (ethanol), C1CCOC1 (THF). Conditions: temperature 0 celsius, time 30 minute. Product: OCCOC1CCN(CC1)C(=O)OCC1=CC=CC=C1 (benzyl 4-(2-hydroxyethoxy)piperidine-1-carboxylate). Yield: 75.2%. RXN SMILES: [BH4-].[Na+].[Cl-].[Ca+2].[Cl-].C([O:8][C:9](=O)[CH2:10][O:11][CH:12]1[CH2:17][CH2:16][N:15]([C:18]([O:20][CH2:21][C:22]2[CH:27]=[CH:26][CH:25]=[CH:24][CH:23]=2)=[O:19])[CH2:14][CH2:13]1)C.[Cl-].[NH4+]>C1COCC1.C(O)C>[OH:8][CH2:9][CH2:10][O:11][CH:12]1[CH2:17][CH2:16][N:15]([C:18]([O:20][CH2:21][C:22]2[CH:23]=[CH:24][CH:25]=[CH:26][CH:27]=2)=[O:19])[CH2:14][CH2:13]1 |f:0.1,2.3.4,6.7|. Procedure details: A mixture of sodium borohydride (10.1 g), calcium chloride (13.3 g), ethanol (100 mL) and THF (50 mL) was stirred at 0° C. for 30 min. After stirring, a mixture of benzyl 4-(2-ethoxy-2-oxoethoxy)piperidine-1-carboxylate (9.68 g) and THF (50 mL) was added dropwise at 0° C., and the obtained mixture was stirred at room temperature for 2 days. Saturated aqueous ammonium chloride solution was added thereto, and the insoluble material was filtered off. The filtrate was concentrated under reduced pres... Reactants: C(C)(C)(C)OC(NC(C)(C)C(NC=1SC(=C(N1)C1=CC=CC=C1)CC1=CC=CC=C1)=O)=O ([1-(5-Benzyl-4-phenyl-thiazol-2-ylcarbamoyl)-1-methyl-ethyl]-carbamic acid tert-butyl ester), Cl (HCl). The solvent is CCOC(=O)C (EtOAc). Yields the product NC(C(=O)NC=1SC(=C(N1)C1=CC=CC=C1)CC1=CC=CC=C1)(C)C (2-Amino-N-(5-benzyl-4-phenyl-thiazol-2-yl)-2-methyl-propionamide), hydrochloride salt. As a reaction SMILES: C(OC(=O)[NH:7][C:8]([C:11](=[O:31])[NH:12][C:13]1[S:14][C:15]([CH2:24][C:25]2[CH:30]=[CH:29][CH:28]=[CH:27][CH:26]=2)=[C:16]([C:18]2[CH:23]=[CH:22][CH:21]=[CH:20][CH:19]=2)[N:17]=1)([CH3:10])[CH3:9])(C)(C)C.Cl>CCOC(C)=O>[NH2:7][C:8]([CH3:10])([CH3:9])[C:11]([NH:12][C:13]1[S:14][C:15]([CH2:24][C:25]2[CH:30]=[CH:29][CH:28]=[CH:27][CH:26]=2)=[C:16]([C:18]2[CH:23]=[CH:22][CH:21]=[CH:20][CH:19]=2)[N:17]=1)=[O:31]. Reported procedure: [1-(5-Benzyl-4-phenyl-thiazol-2-ylcarbamoyl)-1-methyl-ethyl]-carbamic acid tert-butyl ester (6.4 g) was stirred overnight in freshly prepared HCl (g)/EtOAc solution (150 mL). Evaporation of the solvent gave the title compound as the hydrochloride salt. 1H NMR (400 MHz, DMSO-D6) δ 1.62 (s, 6H) 4.24 (s, 2H) 7.16-7.25 (m, 3H) 7.30 (d, J=7.58 Hz, 2H) 7.37 (s, 1H) 7.41-7.47 (m, 2H) 7.58-7.63 (m, 2H) 8.64 (s, 3H). m/z 352.1 (MH+). Starting materials: [BH4-], Cc1ccc(-c2ccccc2C(=O)Nc2ccc(C(=O)N(C)c3ccccc3C#CCNC(=O)N3CCN(C)CC3)cc2)cc1, CCOCC, CO, [Na+], Cl[Ni]Cl, C1CCOC1, O, O, O, O, O, O. The product is Cc1ccc(-c2ccccc2C(=O)Nc2ccc(C(=O)N(C)c3ccccc3CCCNC(=O)N3CCN(C)CC3)cc2)cc1. As a reaction SMILES: [BH4-:46].[CH3:1][c:2]1[cH:3][cH:4][c:5](-[c:8]2[c:9]([C:14](=[O:15])[NH:16][c:17]3[cH:18][cH:19][c:20]([C:21](=[O:22])[N:23]([c:24]4[c:25]([C:30]#[C:31][CH2:32][NH:33][C:34](=[O:35])[N:36]5[CH2:37][CH2:38][N:39]([CH3:42])[CH2:40][CH2:41]5)[cH:26][cH:27][cH:28][cH:29]4)[CH3:43])[cH:44][cH:45]3)[cH:10][cH:11][cH:12][cH:13]2)[cH:6][cH:7]1.[CH3:48][CH2:49][O:50][CH2:51][CH3:52].[CH3:58][OH:59].[Na+:47].[Ni:66]([Cl:67])[Cl:68].[O:53]1[CH2:54][CH2:55][CH2:56][CH2:57]1.[OH2:60].[OH2:61].[OH2:62].[OH2:63].[OH2:64].[OH2:65]>>[CH3:1][c:2]1[cH:3][cH:4][c:5](-[c:8]2[c:9]([C:14](=[O:15])[NH:16][c:17]3[cH:18][cH:19][c:20]([C:21](=[O:22])[N:23]([c:24]4[c:25]([CH2:30][CH2:31][CH2:32][NH:33][C:34](=[O:35])[N:36]5[CH2:37][CH2:38][N:39]([CH3:42])[CH2:40][CH2:41]5)[cH:26][cH:27][cH:28][cH:29]4)[CH3:43])[cH:44][cH:45]3)[cH:10][cH:11][cH:12][cH:13]2)[cH:6][cH:7]1.